describe an organic reaction: reactants, conditions, products, and yield From a dataset of the Open Reaction Database (ORD), a public repository of structured organic reaction records. Reactants: [Li]CCCC, COP(C)(=O)OC, CCCCCC, CC(=O)O, C1CCOC1, O=[PH]([O-])[O-], COC(=O)Cc1cccs1. Yields the product COP(=O)(CC(=O)Cc1cccs1)OC. As a reaction SMILES: [CH2:12]([Li:13])[CH2:14][CH2:15][CH3:16].[CH3:1][P:2]([O:3][CH3:4])([O:5][CH3:6])=[O:7].[CH3:32][CH2:33][CH2:34][CH2:35][CH2:36][CH3:37].[CH3:38][C:39](=[O:40])[OH:41].[O:27]1[CH2:28][CH2:29][CH2:30][CH2:31]1.[PH:8](=[O:9])([O-:10])[O-:11].[s:17]1[c:18]([CH2:22][C:23](=[O:24])[O:25][CH3:26])[cH:19][cH:20][cH:21]1>>[CH2:1]([P:2]([O:3][CH3:4])([O:5][CH3:6])=[O:7])[C:23]([CH2:22][c:18]1[s:17][cH:21][cH:20][cH:19]1)=[O:24]. Starting materials: FC(F)(F)c1cccnc1Cl, OCC(F)(F)C(F)F, [H-], [Na+], C1CCOC1. Product: FC(F)C(F)(F)COc1ncccc1C(F)(F)F. Reaction SMILES: [Cl:11][c:12]1[n:13][cH:14][cH:15][cH:16][c:17]1[C:18]([F:19])([F:20])[F:21].[F:1][C:2]([CH2:3][OH:4])([CH:5]([F:6])[F:7])[F:8].[H-:9].[Na+:10].[O:22]1[CH2:23][CH2:24][CH2:25][CH2:26]1>>[F:1][C:2]([CH2:3][O:4][c:12]1[n:13][cH:14][cH:15][cH:16][c:17]1[C:18]([F:19])([F:20])[F:21])([CH:5]([F:6])[F:7])[F:8]. Starting materials: BrC1=CC(=C(N)C=C1)F (4-bromo-2-fluoroaniline), [Cu]C#N (copper (I) cyanide), C(CN)N (ethylene diamine). The solvent is CN1CCCC1=O (NMP). Product: NC1=C(C=C(C#N)C=C1)F (4-amino-3-fluorobenzonitrile). RXN SMILES: Br[C:2]1[CH:8]=[CH:7][C:5]([NH2:6])=[C:4]([F:9])[CH:3]=1.[Cu][C:11]#[N:12].C(N)CN>CN1C(=O)CCC1>[NH2:6][C:5]1[CH:7]=[CH:8][C:2]([C:11]#[N:12])=[CH:3][C:4]=1[F:9]. Reported procedure: In NMP, compound [O], commercially available 4-bromo-2-fluoroaniline is cyanated with copper (I) cyanide and the resulting copper complex is decomposed with ethylene diamine (EDA) to yield compound [P], 4-amino-3-fluorobenzonitrile. Compound [P] is reacted with nitrosyl hydrogen sulfate (HSO4 --ONO2), prepared by mixing sodium nitrite and concentrated sulfuric acid in glacial acetic acid, and converted into the corresponding diazonium salt. The diazonium salt is brominated with copper (I) bromid... The reactants are IC1=CC=C(C(=O)O)C=C1 (4-iodobenzoic acid), C1=CCCCC1 (cyclohexene). The product is C1(C=CCCC1)C1=CC=C(C(=O)O)C=C1 (4-Cyclohex-2-enyl-benzoic Acid), product. Yield: 16.0%. As a reaction SMILES: I[C:2]1[CH:10]=[CH:9][C:5]([C:6]([OH:8])=[O:7])=[CH:4][CH:3]=1.[CH:11]1[CH2:16][CH2:15][CH2:14][CH2:13][CH:12]=1>>[CH:16]1([C:2]2[CH:10]=[CH:9][C:5]([C:6]([OH:8])=[O:7])=[CH:4][CH:3]=2)[CH2:15][CH2:14][CH2:13][CH:12]=[CH:11]1. Procedure details: The title compound is prepared by following a procedure analogous to Example 114, Step 1, and using 4-iodobenzoic acid (3.0 g, 12.10 mmol), and cyclohexene (12.3 mL) to give the product (0.40 g, 1.98 mmol, 16%).